Dataset: the Open Reaction Database (ORD), a public repository of structured organic reaction records. Task: describe an organic reaction: reactants, conditions, products, and yield Reaction SMILES: [Br:1][CH2:2][c:3]1[c:4]2[c:9]([c:10]3[c:11]([c:12]1[O:13][CH3:14])[O:15][C:16]([CH3:18])([CH3:19])[CH2:17]3)[C:8]([c:20]1[cH:21][cH:22][cH:23][cH:24][cH:25]1)=[N:7][C:6]([CH3:26])([CH3:27])[CH2:5]2.[CH2:33]1[O:34][CH2:35][CH2:36][O:37][CH2:38]1.[Ca+2:28].[O-:29][C:30](=[O:31])[O-:32].[OH2:39]>>[CH2:2]([c:3]1[c:4]2[c:9]([c:10]3[c:11]([c:12]1[O:13][CH3:14])[O:15][C:16]([CH3:18])([CH3:19])[CH2:17]3)[C:8]([c:20]1[cH:21][cH:22][cH:23][cH:24][cH:25]1)=[N:7][C:6]([CH3:26])([CH3:27])[CH2:5]2)[OH:29]. The product is COc1c(CO)c2c(c3c1OC(C)(C)C3)C(c1ccccc1)=NC(C)(C)C2. The reactants are COc1c(CBr)c2c(c3c1OC(C)(C)C3)C(c1ccccc1)=NC(C)(C)C2, C1COCCO1, [Ca+2], O=C([O-])[O-], O. Reactants: C1(OC(CC2=C1C=CC=C2)=O)=O (2-benzopyran-1,3(4H)dione), NCCCCN1CCN(CC1)C1=NC=CC=N1 (1-(4-aminobutyl)-4-(2-pyrimidinyl)piperazine). Solvent: C(Cl)Cl (methylene chloride). Product: N1=C(N=CC=C1)N1CCN(CC1)CCCCN1C(C2=CC=CC=C2CC1=O)=O (2-(4-(4-(2-pyrimidinyl)-1-piperazinyl)butyl)isoquinoline-1,3(2H,4H)dione). Reaction SMILES: [C:1]1(=[O:12])[C:6]2[CH:7]=[CH:8][CH:9]=[CH:10][C:5]=2[CH2:4][C:3](=[O:11])O1.[NH2:13][CH2:14][CH2:15][CH2:16][CH2:17][N:18]1[CH2:23][CH2:22][N:21]([C:24]2[N:29]=[CH:28][CH:27]=[CH:26][N:25]=2)[CH2:20][CH2:19]1>C(Cl)Cl>[N:25]1[CH:26]=[CH:27][CH:28]=[N:29][C:24]=1[N:21]1[CH2:22][CH2:23][N:18]([CH2:17][CH2:16][CH2:15][CH2:14][N:13]2[C:3](=[O:11])[CH2:4][C:5]3[C:6](=[CH:7][CH:8]=[CH:9][CH:10]=3)[C:1]2=[O:12])[CH2:19][CH2:20]1. Reported procedure: 0.02 mol of 2-benzopyran-1,3(4H)dione and 0.02 mol of 1-(4-aminobutyl)-4-(2-pyrimidinyl)piperazine are heated at 160°-170° C. for 1 hour under an atmosphere of N2, with stirring. The mixture is then allowed to cool and the substance is dissolved in methylene chloride. The substancw is purified over a silica gel column (mobile phase: CH2Cl2 /iprOH (10:0.5)). Reaction SMILES: [CH3:1][O:2][C:3]1[CH:4]=[C:5]2[C:10](=[CH:11][C:12]=1[O:13][CH3:14])[N:9]=[CH:8][N:7]=[C:6]2[O:15][C:16]1[CH:17]=[C:18]2[C:23](=[CH:24][CH:25]=1)[C:22]([C:26]([OH:28])=O)=[CH:21][CH:20]=[CH:19]2.[Cl:29][C:30]1[CH:35]=[CH:34][C:33]([NH2:36])=[C:32]([NH2:37])[CH:31]=1>>[NH2:37][C:32]1[CH:31]=[C:30]([Cl:29])[CH:35]=[CH:34][C:33]=1[NH:36][C:26]([C:22]1[C:23]2[C:24](=[CH:25][C:16]([O:15][C:6]3[C:5]4[C:10](=[CH:11][C:12]([O:13][CH3:14])=[C:3]([O:2][CH3:1])[CH:4]=4)[N:9]=[CH:8][N:7]=3)=[CH:17][CH:18]=2)[CH:19]=[CH:20][CH:21]=1)=[O:28]. Yield: 85.6%. The product is NC1=C(C=CC(=C1)Cl)NC(=O)C1=CC=CC2=CC(=CC=C12)OC1=NC=NC2=CC(=C(C=C12)OC)OC (N-(2-amino-4-chlorophenyl)-6-(6,7-dimethoxyquinazolin-4-yloxy)-1-naphthamide). Reactants: COC=1C=C2C(=NC=NC2=CC1OC)OC=1C=C2C=CC=C(C2=CC1)C(=O)O (6-(6,7-dimethoxyquinazolin-4-yloxy)-1-naphthoic acid), ClC1=CC(=C(C=C1)N)N (4-chloro-o-phenylenediamine). Procedure details: The title compound (42.9 mg, 83% yield) was prepared as a brown solid from 6-(6,7-dimethoxyquinazolin-4-yloxy)-1-naphthoic acid (37.6 mg, 0.1 mmol) and 4-chloro-o-phenylenediamine (17.1 mg, 0.12 mmol) by an analogous procedure to that described in example 16. 1H NMR (DMSO-d6) δ 4.01 (s, 6H, 2×OCH3), 5.31 (s, 2H, benzene-NH2), 6.65 (d, J=8.3 Hz, 1H, Ar—H), 6.86 (d, J=1.9 Hz, 1H, Ar—H), 7.41 (s, 1H, Ar—H), 7.58-7.67 (m, 4H, Ar—H), 7.89 (d, J=6.8 Hz, 1H, Ar—H), 8.01 (s, 1H, Ar—H), 8.09 (d, J=8.1 Hz... Starting materials: C(C1=CC=CC=C1)OCCCC=1NC(=C(N1)C(C)C)SC1=CC(=CC(=C1)Cl)Cl (2-(3-benzyloxypropyl)-5-(3,5-dichlorophenylthio)-4-isopropyl-1H-imidazole), C([O-])([O-])=O.[K+].[K+] (potassium carbonate), BrCC(=O)OCC (ethyl bromoacetate). Run in C(C)#N (acetonitrile), ice water. Run at temperature 60 celsius. The product is C(C)(=O)OCCN1C(=NC(=C1SC1=CC(=CC(=C1)Cl)Cl)C(C)C)CCCOCC1=CC=CC=C1 ((2-(3-benzyloxypropyl)-5-(3,5-dichlorophenylthio)-4-isopropyl-1H-imidazol-1-yl)-ethyl acetate). The yield is 95.9%. Reaction SMILES: [CH2:1]([O:8][CH2:9][CH2:10][CH2:11][C:12]1[NH:13][C:14]([S:20][C:21]2[CH:26]=[C:25]([Cl:27])[CH:24]=[C:23]([Cl:28])[CH:22]=2)=[C:15]([CH:17]([CH3:19])[CH3:18])[N:16]=1)[C:2]1[CH:7]=[CH:6][CH:5]=[CH:4][CH:3]=1.C(=O)([O-])[O-].[K+].[K+].Br[CH2:36][C:37]([O:39][CH2:40][CH3:41])=[O:38]>C(#N)C>[C:37]([O:39][CH2:40][CH2:41][N:13]1[C:14]([S:20][C:21]2[CH:26]=[C:25]([Cl:27])[CH:24]=[C:23]([Cl:28])[CH:22]=2)=[C:15]([CH:17]([CH3:19])[CH3:18])[N:16]=[C:12]1[CH2:11][CH2:10][CH2:9][O:8][CH2:1][C:2]1[CH:3]=[CH:4][CH:5]=[CH:6][CH:7]=1)(=[O:38])[CH3:36] |f:1.2.3|. Procedure details: In 50 ml of dry acetonitrile was dissolved 5.0 g (11.5 mmol) of the imidazole (101e), followed by addition of 3.2 g (23.2 mmol) of potassium carbonate and 2.9 g (17.4 mmol) of ethyl bromoacetate, and the mixture was heated at 60° C. for 11 hours. The reaction mixture was diluted with ice-water and extracted with ethyl acetate. The extract was washed with water, dried over sodium sulfate, filtered, and concentrated under reduced pressure. The residue was purified by silica gel column chromatograp...